This data is from the Open Reaction Database (ORD), a public repository of structured organic reaction records. The task is: describe an organic reaction: reactants, conditions, products, and yield The reactants are O=C1CCC(=O)N1Br, ClCCl, CC(C)CCCC(C)CCO, c1ccc(P(c2ccccc2)c2ccccc2)cc1. The product is CC(C)CCCC(C)CCBr. RXN SMILES: [Br:1][N:2]1[C:3](=[O:4])[CH2:5][CH2:6][C:7]1=[O:8].[CH2:39]([Cl:40])[Cl:41].[CH3:9][CH:10]([CH2:11][CH2:12][OH:13])[CH2:14][CH2:15][CH2:16][CH:17]([CH3:18])[CH3:19].[c:20]1([P:21]([c:22]2[cH:23][cH:24][cH:25][cH:26][cH:27]2)[c:28]2[cH:29][cH:30][cH:31][cH:32][cH:33]2)[cH:34][cH:35][cH:36][cH:37][cH:38]1>>[Br:1][CH2:12][CH2:11][CH:10]([CH3:9])[CH2:14][CH2:15][CH2:16][CH:17]([CH3:18])[CH3:19]. Reaction SMILES: [CH2:1](O)[CH2:2][CH2:3][CH2:4][CH2:5][CH2:6][CH2:7][CH3:8].C(N(S(F)(F)[F:16])CC)C.O>C(Cl)Cl>[F:16][CH2:1][CH2:2][CH2:3][CH2:4][CH2:5][CH2:6][CH2:7][CH3:8]. The yield is 90.8%. Procedure details: A solution of 13.0 g (0.1 mole) of 1-octanol in 25 ml of methylene chloride was added dropwise to a solution of 16.1 g (0.1 mole) of diethylaminosulfur trifluoride in 60 ml methylene chloride cooled to -70° to -65°. The reaction mixture was then warmed to 25° and 50 ml of water was added. The lower organic layer was separated, dried (MgSO4) and then distilled to give 12.0 g (90%) of 1-fluorooctane as a colorless liquid: bp 42°-43° (20 mm), 19F nmr (CCl3F) δ -218.8 ppm (t, t, 1F, J = 49, 25 Hz). Reactants: O (water), C(CCCCCCC)O (1-octanol), C(C)N(CC)S(F)(F)F (diethylaminosulfur trifluoride). Product: FCCCCCCCC (1-fluorooctane). Run in C(Cl)Cl (methylene chloride), C(Cl)Cl (methylene chloride).